describe an organic reaction: reactants, conditions, products, and yield From a dataset of the Open Reaction Database (ORD), a public repository of structured organic reaction records. The reactants are Compound 178, C(=O)([O-])[O-].[Na+].[Na+] (Na2CO3), BrC1=CN=C(C=2N1C=CN2)NC2=CC(=C(C=C2)N2CCN(CC2)C)Cl ((5-bromo-imidazo[1,2-a]pyrazin-8-yl)-[3-chloro-4-(4-methyl-piperazin-1-yl)-phenyl]-amine), CC1(OB(OC1(C)C)C1=CC=C(C(=O)N)C=C1)C (4-(4,4,5,5-tetramethyl-[1,3,2]dioxaborolan-2-yl)-benzamide). Reagents/catalysts: C=1C=CC(=CC1)[P](C=2C=CC=CC2)(C=3C=CC=CC3)[Pd]([P](C=4C=CC=CC4)(C=5C=CC=CC5)C=6C=CC=CC6)([P](C=7C=CC=CC7)(C=8C=CC=CC8)C=9C=CC=CC9)[P](C=1C=CC=CC1)(C=1C=CC=CC1)C=1C=CC=CC1 (Pd(PPh3)4). The solvent is CN(C)C=O.O1CCOCC1 (DMF dioxane). Product: ClC=1C=C(C=CC1N1CCN(CC1)C)NC=1C=2N(C(=CN1)C1=CC=C(C(=O)N)C=C1)C=CN2 (4-{8-[3-Chloro-4-(4-methyl-piperazin-1-yl)-phenylamino]-imidazo[1,2-a]pyrazin-5yl}-benzamide). RXN SMILES: Br[C:2]1[N:7]2[CH:8]=[CH:9][N:10]=[C:6]2[C:5]([NH:11][C:12]2[CH:17]=[CH:16][C:15]([N:18]3[CH2:23][CH2:22][N:21]([CH3:24])[CH2:20][CH2:19]3)=[C:14]([Cl:25])[CH:13]=2)=[N:4][CH:3]=1.CC1(C)C(C)(C)OB([C:34]2[CH:42]=[CH:41][C:37]([C:38]([NH2:40])=[O:39])=[CH:36][CH:35]=2)O1.C([O-])([O-])=O.[Na+].[Na+]>C1C=CC([P]([Pd]([P](C2C=CC=CC=2)(C2C=CC=CC=2)C2C=CC=CC=2)([P](C2C=CC=CC=2)(C2C=CC=CC=2)C2C=CC=CC=2)[P](C2C=CC=CC=2)(C2C=CC=CC=2)C2C=CC=CC=2)(C2C=CC=CC=2)C2C=CC=CC=2)=CC=1.CN(C=O)C.O1CCOCC1>[Cl:25][C:14]1[CH:13]=[C:12]([NH:11][C:5]2[C:6]3[N:7]([CH:8]=[CH:9][N:10]=3)[C:2]([C:34]3[CH:42]=[CH:41][C:37]([C:38]([NH2:40])=[O:39])=[CH:36][CH:35]=3)=[CH:3][N:4]=2)[CH:17]=[CH:16][C:15]=1[N:18]1[CH2:23][CH2:22][N:21]([CH3:24])[CH2:20][CH2:19]1 |f:2.3.4,6.7,^1:53,55,74,93|. Reported procedure: In the same way as described for Compound 178, step 4, using (5-bromo-imidazo[1,2-a]pyrazin-8-yl)-[3-chloro-4-(4-methyl-piperazin-1-yl)-phenyl]-amine (60.0 mg, 0.14 mmol), 4-(4,4,5,5-tetramethyl-[1,3,2]dioxaborolan-2-yl)-benzamide (46.0 mg, 0.28 mmol), Pd(PPh3)4 (40.0 mg, 0.035 mmol) and 1.5 M Na2CO3 (0.75 mL, 1.12 mmol) in 2:1 DMF-dioxane (3 mL). The crude residue is triturated with DCM and then the title compound is crystallised from EtOH (4 mg, 6%). LCMS: Rt 2.01 min (96%) m/z (APCI) 462 (M+H... Starting materials: C#CCO, Cn1c(C(F)(F)F)ccc(-c2cc(CBr)c(Cl)cc2F)c1=O, [H-], [Na+], CN(C)C=O, O. Yields the product C#CCOCc1cc(-c2ccc(C(F)(F)F)n(C)c2=O)c(F)cc1Cl. Reaction SMILES: [CH2:3]([C:4]#[CH:5])[OH:6].[Cl:7][c:8]1[cH:9][c:10]([F:28])[c:11](-[c:16]2[c:17](=[O:27])[n:18]([CH3:26])[c:19]([C:22]([F:23])([F:24])[F:25])[cH:20][cH:21]2)[cH:12][c:13]1[CH2:14][Br:15].[H-:1].[Na+:2].[O:30]=[CH:31][N:32]([CH3:33])[CH3:34].[OH2:29]>>[CH2:3]([C:4]#[CH:5])[O:6][CH2:14][c:13]1[c:8]([Cl:7])[cH:9][c:10]([F:28])[c:11](-[c:16]2[c:17](=[O:27])[n:18]([CH3:26])[c:19]([C:22]([F:23])([F:24])[F:25])[cH:20][cH:21]2)[cH:12]1.